From a dataset of the Open Reaction Database (ORD), a public repository of structured organic reaction records. describe an organic reaction: reactants, conditions, products, and yield The reactants are CCOC(=O)C(Cc1ccc(OCCc2nc(-c3ccccc3)oc2C)cc1)NCc1ccc(F)cc1, CS(=O)(=O)O, CCO, CC(C)OC(C)C. Product: CCOC(=O)C(Cc1ccc(OCCc2nc(-c3ccccc3)oc2C)cc1)NCc1ccc(F)cc1, CS(=O)(=O)O. Reaction SMILES: [CH2:6]([CH3:7])[O:8][C:9]([CH:10]([CH2:11][c:12]1[cH:13][cH:14][c:15]([O:18][CH2:19][CH2:20][c:21]2[n:22][c:23](-[c:27]3[cH:28][cH:29][cH:30][cH:31][cH:32]3)[o:24][c:25]2[CH3:26])[cH:16][cH:17]1)[NH:33][CH2:34][c:35]1[cH:36][cH:37][c:38]([F:41])[cH:39][cH:40]1)=[O:42].[CH3:1][S:2]([OH:3])(=[O:4])=[O:5].[CH3:50][CH2:51][OH:52].[CH:43]([O:44][CH:45]([CH3:46])[CH3:47])([CH3:48])[CH3:49]>>[CH2:6]([CH3:7])[O:8][C:9]([CH:10]([CH2:11][c:12]1[cH:13][cH:14][c:15]([O:18][CH2:19][CH2:20][c:21]2[n:22][c:23](-[c:27]3[cH:28][cH:29][cH:30][cH:31][cH:32]3)[o:24][c:25]2[CH3:26])[cH:16][cH:17]1)[NH:33][CH2:34][c:35]1[cH:36][cH:37][c:38]([F:41])[cH:39][cH:40]1)=[O:42].[CH3:1][S:2](=[O:3])(=[O:4])[OH:5]. Reactants: FC=1C=C2N(C=C(NC2=O)C2=CC=C(C=C2)C(CCCO)=C)C1 (7-fluoro-3-[4-(4-hydroxy-1-methylene-butyl)-phenyl]-2H-pyrrolo[1,2-a]pyrazin-1-one), FC=1C=C2N(C=C(NC2=O)C2=CC=C(C=C2)\C(=C\CCO)\C)C1 (7-fluoro-3-[4-((E)-4-hydroxy-1-methyl-but-1-enyl)-phenyl]-2H-pyrrolo[1,2-a]pyrazin-1-one), ( B ). The product is FC=1C=C2N(C=C(NC2=O)C2=CC=C(C=C2)C2(OCCC2)C)C1 (7-fluoro-3-[4-(2-methyl-tetrahydro-furan-2-yl)-phenyl]-2H-pyrrolo[1,2-a]pyrazin-1-one). RXN SMILES: [F:1][C:2]1[CH:3]=[C:4]2[C:9](=[O:10])[NH:8][C:7]([C:11]3[CH:16]=[CH:15][C:14]([C:17](=[CH2:22])[CH2:18][CH2:19][CH2:20][OH:21])=[CH:13][CH:12]=3)=[CH:6][N:5]2[CH:23]=1.FC1C=C2C(=O)NC(C3C=CC(/C(/C)=C/CCO)=CC=3)=CN2C=1>>[F:1][C:2]1[CH:3]=[C:4]2[C:9](=[O:10])[NH:8][C:7]([C:11]3[CH:12]=[CH:13][C:14]([C:17]4([CH3:22])[CH2:18][CH2:19][CH2:20][O:21]4)=[CH:15][CH:16]=3)=[CH:6][N:5]2[CH:23]=1. Reported procedure: 7-fluoro-3-[4-(4-hydroxy-1-methylene-butyl)-phenyl]-2H-pyrrolo[1,2-a]pyrazin-1-one (contains some of the isomer 7-fluoro-3-[4-((E)-4-hydroxy-1-methyl-but-1-enyl)-phenyl]-2H-pyrrolo[1,2-a]pyrazin-1-one); HPLC/MS 2.32 (B), [M+H] 313; 1H NMR (400 MHz, DMSO-d6) δ ppm 10.98 (s, 1H), 7.69-7.53 (m, 3H), 7.53-7.43 (m, 3H), 6.75 (m, 1H), 6.45-6.39 (m, 2H), 4.41 (t, J=5.2 Hz, 1H), 3.45 (td, J=6.4, 5.0 Hz, 2H), 2.29-2.19 (m, 2H), 1.66-1.54 (m, 2H). Reactants: CO, [K+], [K+], O=C([O-])[O-], COc1c(Cl)cc(CC(NS(=O)(=O)c2ccccc2)C(=O)NCCCCc2ccccc2)c2cnn(S(=O)(=O)c3ccccc3)c12. The product is COc1c(Cl)cc(CC(NS(=O)(=O)c2ccccc2)C(=O)NCCCCc2ccccc2)c2cn[nH]c12. Reaction SMILES: [CH3:53][OH:54].[K+:47].[K+:48].[O-:49][C:50]([O-:51])=[O:52].[c:1]1([S:7](=[O:8])(=[O:9])[NH:10][CH:11]([C:12](=[O:13])[NH:14][CH2:15][CH2:16][CH2:17][CH2:18][c:19]2[cH:20][cH:21][cH:22][cH:23][cH:24]2)[CH2:25][c:26]2[c:27]3[cH:28][n:29][n:30]([S:38]([c:39]4[cH:40][cH:41][cH:42][cH:43][cH:44]4)(=[O:45])=[O:46])[c:31]3[c:32]([O:36][CH3:37])[c:33]([Cl:35])[cH:34]2)[cH:2][cH:3][cH:4][cH:5][cH:6]1>>[c:1]1([S:7](=[O:8])(=[O:9])[NH:10][CH:11]([C:12](=[O:13])[NH:14][CH2:15][CH2:16][CH2:17][CH2:18][c:19]2[cH:20][cH:21][cH:22][cH:23][cH:24]2)[CH2:25][c:26]2[c:27]3[cH:28][n:29][nH:30][c:31]3[c:32]([O:36][CH3:37])[c:33]([Cl:35])[cH:34]2)[cH:2][cH:3][cH:4][cH:5][cH:6]1. Starting materials: CS(=O)(=O)O, CC(C)O, CC1Cc2ccccc2N1N. Yields the product CS(=O)(=O)O, CC1Cc2ccccc2N1N. As a reaction SMILES: [CH3:12][S:13]([OH:14])(=[O:15])=[O:16].[CH:17]([OH:18])([CH3:19])[CH3:20].[NH2:1][N:2]1[CH:3]([CH3:11])[CH2:4][c:5]2[cH:6][cH:7][cH:8][cH:9][c:10]21>>[CH3:12][S:13](=[O:14])(=[O:15])[OH:16].[NH2:1][N:2]1[CH:3]([CH3:11])[CH2:4][c:5]2[cH:6][cH:7][cH:8][cH:9][c:10]21. Starting materials: COC1=C(C=C(C=C1)OC)C(CN1N=C(C=C1C(=O)OCC)C=1C=NC=CC1)=O (ethyl 1-(2-(2,5-dimethoxyphenyl)-2-oxoethyl)-3-(pyridin-3-yl)-1H-pyrazole-5-carboxylate), N1=CC(=CC=C1)C1=NNC(=C1)C(=O)OCC (ethyl 3-(pyridin-3-yl)-1H-pyrazole-5-carboxylate), BrCC(=O)C1=C(C=C(C=C1)OC)OC (2-bromo-1-(2,4-dimethoxyphenyl)ethanone). The product is COC1=C(C=CC(=C1)OC)C(CN1N=C(C=C1C(=O)OCC)C=1C=NC=CC1)=O (Ethyl 1-(2-(2,4-dimethoxyphenyl)-2-oxoethyl)-3-(pyridin-3-yl)-1H-pyrazole-5-carboxylate). Reaction SMILES: [CH3:1][O:2][C:3]1[CH:8]=[CH:7][C:6](OC)=[CH:5][C:4]=1[C:11](=[O:29])[CH2:12][N:13]1[C:17]([C:18]([O:20][CH2:21][CH3:22])=[O:19])=[CH:16][C:15]([C:23]2[CH:24]=[N:25][CH:26]=[CH:27][CH:28]=2)=[N:14]1.N1C=CC=C(C2C=C([C:41](OCC)=[O:42])NN=2)C=1.BrCC(C1C=CC(OC)=CC=1OC)=O>>[CH3:1][O:2][C:3]1[CH:8]=[C:7]([O:42][CH3:41])[CH:6]=[CH:5][C:4]=1[C:11](=[O:29])[CH2:12][N:13]1[C:17]([C:18]([O:20][CH2:21][CH3:22])=[O:19])=[CH:16][C:15]([C:23]2[CH:24]=[N:25][CH:26]=[CH:27][CH:28]=2)=[N:14]1. Reported procedure: This compound was made in an analogous fashion to ethyl 1-(2-(2,5-dimethoxyphenyl)-2-oxoethyl)-3-(pyridin-3-yl)-1H-pyrazole-5-carboxylate using ethyl 3-(pyridin-3-yl)-1H-pyrazole-5-carboxylate and 2-bromo-1-(2,4-dimethoxyphenyl)ethanone (purchased from Aldrich). 1H-NMR δ 9.08 (s, 1H), 8.58 (d, 1H), 8.14 (d, 1H), 8.00 (d, 1H), 7.33 (m, 11-1), 7.27 (s, 1H), 6.58 (dd, 1H), 6.49 (d, 1H), 5.98 (s, 2H), 4.31 (q, 2H), 4.00, (s, 3H), 3.88 (s, 3H), 1.34 (t, 3H). Calculated mass for C21H21N3O5, 395.15, ob... Starting materials: C1CCOC1, O=S(=O)(Cl)c1ccc(Cl)cc1, NC(CC1CCCCC1)C(=O)O, [Na+], [OH-], O. The product is O=C(O)C(CC1CCCCC1)NS(=O)(=O)c1ccc(Cl)cc1. Reaction SMILES: [CH2:13]1[O:14][CH2:15][CH2:16][CH2:17]1.[Cl:18][c:19]1[cH:20][cH:21][c:22]([S:25](=[O:26])(=[O:27])[Cl:28])[cH:23][cH:24]1.[NH2:1][CH:2]([C:3](=[O:4])[OH:5])[CH2:6][CH:7]1[CH2:8][CH2:9][CH2:10][CH2:11][CH2:12]1.[Na+:30].[OH-:29].[OH2:31]>>[NH:1]([CH:2]([C:3](=[O:4])[OH:5])[CH2:6][CH:7]1[CH2:8][CH2:9][CH2:10][CH2:11][CH2:12]1)[S:25]([c:22]1[cH:21][cH:20][c:19]([Cl:18])[cH:24][cH:23]1)(=[O:26])=[O:27]. The reactants are C(C)(=O)C1=C(C=CC(=C1)C#N)NC(CCl)=O (N-(2-acetyl-4-cyanophenyl)-2-chloroacetamide), S(O)(O)(=O)=O (sulfuric acid). Run at time 8 hour. The product is 10.4, C(C)(=O)C=1C=C(C(=O)N)C=CC1NC(CCl)=O (3-acetyl-4-((2-chloroacetyl)amino]benzamide). Yield: 61.6%. RXN SMILES: [C:1]([C:4]1[CH:9]=[C:8]([C:10]#[N:11])[CH:7]=[CH:6][C:5]=1[NH:12][C:13](=[O:16])[CH2:14][Cl:15])(=[O:3])[CH3:2].S(=O)(=O)(O)[OH:18]>>[C:1]([C:4]1[CH:9]=[C:8]([CH:7]=[CH:6][C:5]=1[NH:12][C:13](=[O:16])[CH2:14][Cl:15])[C:10]([NH2:11])=[O:18])(=[O:3])[CH3:2]. Procedure details: 15.7 parts of N-(2-acetyl-4-cyanophenyl)-2-chloroacetamide were added portionwise to 146.4 parts of concentrated sulfuric acid at room temperature. Upon complete addition, stirring was continued overnight at room temperature. The reaction mixture was poured into 500 parts of crushed ice while stirring. The precipitated product was filtered off and suspended in water. The precipitated product was filtered off, washed with water and suspended in 20 parts of acetonitrile. The product was filtered o...